This data is from the Open Reaction Database (ORD), a public repository of structured organic reaction records. The task is: describe an organic reaction: reactants, conditions, products, and yield Reactants: [Li]CCCC, C1CCOC1, C#CC(=O)OCC, CC(C)NC(C)C, CC(C)(C)OC(=O)N1CC(=O)C1. Yields the product CCOC(=O)C#CC1(O)CN(C(=O)OC(C)(C)C)C1. Reaction SMILES: [CH2:1]([Li:2])[CH2:3][CH2:4][CH3:5].[CH2:32]1[O:33][CH2:34][CH2:35][CH2:36]1.[CH3:13][CH2:14][O:15][C:16](=[O:17])[C:18]#[CH:19].[CH:6]([NH:7][CH:8]([CH3:9])[CH3:10])([CH3:11])[CH3:12].[O:20]=[C:21]1[CH2:22][N:23]([C:25](=[O:26])[O:27][C:28]([CH3:29])([CH3:30])[CH3:31])[CH2:24]1>>[CH3:13][CH2:14][O:15][C:16](=[O:17])[C:18]#[C:19][C:21]1([OH:20])[CH2:22][N:23]([C:25](=[O:26])[O:27][C:28]([CH3:29])([CH3:30])[CH3:31])[CH2:24]1. Starting materials: BrC1=CC(=CC=2OCCOC21)Cl (5-bromo-7-chloro-2,3-dihydro-benzo[1,4]dioxine), C(CCC)[Li] (n-butyl lithium), solution, resultant mixture, B(OC)(OC)OC (Trimethyl borate), [NH4+].[Cl-] (NH4Cl). Run in CCOCC (Et2O), CCCCCC (hexane). Run at time 1 hour. The product is ClC=1C=C(C2=C(OCCO2)C1)B(O)O ((7-Chloro-2,3-dihydro-1,4-benzodioxin-5-yl)boronic acid). Yield: 87.1%. Reaction SMILES: Br[C:2]1[C:11]2[O:10][CH2:9][CH2:8][O:7][C:6]=2[CH:5]=[C:4]([Cl:12])[CH:3]=1.C([Li])CCC.[B:18](OC)([O:21]C)[O:19]C.[NH4+].[Cl-]>CCOCC.CCCCCC>[Cl:12][C:4]1[CH:3]=[C:2]([B:18]([OH:21])[OH:19])[C:11]2[O:10][CH2:9][CH2:8][O:7][C:6]=2[CH:5]=1 |f:3.4|. Reported procedure: To a stirred solution of 5-bromo-7-chloro-2,3-dihydro-benzo[1,4]dioxine (Preparation 28, 1.5 g, 6 mmol) in dry Et2O (45 ml) under nitrogen at −70° C. was added n-butyl lithium (2.63 ml of a 2.5M solution in hexane, 6.6 mmol) and the resultant mixture stirred for 1 hour. Trimethyl borate (0.92 ml, 8 mmol) was then added and the mixture stirred at room temperature overnight. Saturated aqueous NH4Cl was added (60 ml) and the aqueous layer extracted with diethyl ether (3×100 ml). The combined organi...